Dataset: the Open Reaction Database (ORD), a public repository of structured organic reaction records. Task: describe an organic reaction: reactants, conditions, products, and yield Starting materials: OCC(O)CO (glycerol), C(C1CO1)OC(C1C(C(=O)OCC2CO2)CCCC1)=O (hexahydrophthalic acid diglycidyl ester), epoxide, 160. Product: C(CCC(=O)O)(=O)O (succinic acid), C(CCCO)O (butane-1,4-diol). As a reaction SMILES: OCC(CO)O.C([O:11][C:12](=[O:26])[CH:13]1CCCC[CH:14]1[C:15]([O:17]CC1OC1)=[O:16])C1OC1>>[C:15]([OH:17])(=[O:16])[CH2:14][CH2:13][C:12]([OH:26])=[O:11].[CH2:15]([OH:16])[CH2:14][CH2:13][CH2:12][OH:11]. Procedure details: 0.1 equivalent of an acid polyester obtained from 11 mols of adipic acid and 10 mols of hexanediol (equivalent weight=1,080), 0.1 equivalent of a branched acid polyester obtained from 17 mols of succinic acid, 14 mols of butane-1,4-diol and 1 mol of glycerol (equivalent weight=1,460) and 0.2 equivalent of a hexahydrophthalic acid diglycidyl ester with an epoxide equivalent weight of 160 are warmed and mixed well. After adding 0.3%=0.9 g of 1-methylimidazole, the mixture is evacuated and poured i... Starting materials: CO, CC(C)=CCCC(C)=CCCC(C)=CCO, [H][H]. The product is CC(C)=CCCC(C)=CCCC(C)CCO. As a reaction SMILES: [CH3:19][OH:20].[CH3:1][C:2](=[CH:3][CH2:4][OH:5])[CH2:6][CH2:7][CH:8]=[C:9]([CH2:10][CH2:11][CH:12]=[C:13]([CH3:14])[CH3:15])[CH3:16].[H:17][H:18]>>[CH3:1][CH:2]([CH2:3][CH2:4][OH:5])[CH2:6][CH2:7][CH:8]=[C:9]([CH2:10][CH2:11][CH:12]=[C:13]([CH3:14])[CH3:15])[CH3:16]. Starting materials: CO, COc1ccc2[nH]cc(CC(N)C(=O)O)c2c1, O=S(Cl)Cl. The product is COC(=O)C(N)Cc1c[nH]c2ccc(OC)cc12. Reaction SMILES: [CH3:22][OH:23].[CH3:5][O:6][c:7]1[cH:8][cH:9][c:10]2[nH:11][cH:12][c:13]([CH2:14][CH:15]([NH2:16])[C:17](=[O:18])[OH:19])[c:20]2[cH:21]1.[S:1]([Cl:2])([Cl:3])=[O:4]>>[CH3:5][O:6][c:7]1[cH:8][cH:9][c:10]2[nH:11][cH:12][c:13]([CH2:14][CH:15]([NH2:16])[C:17]([O:18][CH3:22])=[O:19])[c:20]2[cH:21]1. The reactants are CO (Methanol), ClCCl (dichloromethane), [Br-].C(=O)(O)CCCCC[N+]1=C(C(C2=CC=CC=C12)(C)C)C (1-(5-carboxypentyl)-2,3,3-trimethylindolium bromide), C1(=CC=CC=C1)NC=NC1=CC=CC=C1 (N,N′-diphenylformamidine), CO (methanol). Run in C(C)(=O)O (acetic acid). Reaction conditions: time 2.5 hour. Yields the product [Br-].C(=O)(O)CCCCC[N+]1=C(C(C2=CC=CC=C12)(C)C)C=CNC1=CC=CC=C1 (1-(5-Carboxypentyl)-2-(N-phenyl-2-aminovinyl)-3,3-dimethylindolium bromide). RXN SMILES: [Br-:1].[C:2]([CH2:5][CH2:6][CH2:7][CH2:8][CH2:9][N+:10]1[C:18]2[C:13](=[CH:14][CH:15]=[CH:16][CH:17]=2)[C:12]([CH3:20])([CH3:19])[C:11]=1[CH3:21])([OH:4])=[O:3].[C:22]1([NH:28][CH:29]=NC2C=CC=CC=2)[CH:27]=[CH:26][CH:25]=[CH:24][CH:23]=1.CO.ClCCl>C(O)(=O)C>[Br-:1].[C:2]([CH2:5][CH2:6][CH2:7][CH2:8][CH2:9][N+:10]1[C:18]2[C:13](=[CH:14][CH:15]=[CH:16][CH:17]=2)[C:12]([CH3:20])([CH3:19])[C:11]=1[CH:21]=[CH:29][NH:28][C:22]1[CH:27]=[CH:26][CH:25]=[CH:24][CH:23]=1)([OH:4])=[O:3] |f:0.1,6.7|. Reported procedure: 1-(5-carboxypentyl)-2,3,3-trimethylindolium bromide (1.77 g, 5 mmol) and N,N′-diphenylformamidine (1.96 g, 10 mmol) were mixed in acetic acid (15 m); the resulting mixture was then heated at reflux. The reaction was monitored by UV/VIS spectroscopy (methanol solution, product absorbance λmax 398 nm) and TLC (silica. Methanol, 20: dichloromethane, 80; product runs as a yellow streak, Rf 0.1-0.25). After 2.5 hrs the orange-red solution was then left to cool over 16 hrs, then the solvent was remove...